This data is from the Open Reaction Database (ORD), a public repository of structured organic reaction records. The task is: describe an organic reaction: reactants, conditions, products, and yield Reactants: ClC1=C(N2N=C3C(=C2N=C1C)CN(C3)C(=O)C3=C(OCC(C)=O)C=C(C=C3)F)C (1-[2-(6-chloro-5,7-dimethyl-1H,3H-2,4,7a,8-tetraaza-cyclopenta[a]indene-2-carbonyl)-5-fluoro-phenoxy]-propan-2-one), solution, CNC (dimethylamine), C(C)(=O)O[BH-](OC(C)=O)OC(C)=O.[Na+] (sodium triacetoxyborohydride), C(C)(=O)O[BH-](OC(C)=O)OC(C)=O (triacetoxyborohydride). The solvent is C1CCOC1 (THF), ClCCCl (DCE), C(C)(=O)OCC (ethyl acetate). Conditions: temperature 70 celsius, time 3 hour. Yields the product ClC1=C(N2N=C3C(=C2N=C1C)CN(C3)C(=O)C3=C(C=C(C=C3)F)OCC(C)N(C)C)C ((6-chloro-5,7-dimethyl-1H,3H-2,4,7a,8-tetraaza-cyclopenta[a]inden-2-yl)-[2-(2-dimethylamino-propoxy)-4-fluoro-phenyl]-methanone). The yield is 28.0%. RXN SMILES: [Cl:1][C:2]1[C:10]([CH3:11])=[N:9][C:8]2[N:4]([N:5]=[C:6]3[CH2:14][N:13]([C:15]([C:17]4[CH:27]=[CH:26][C:25]([F:28])=[CH:24][C:18]=4[O:19][CH2:20][C:21](=O)[CH3:22])=[O:16])[CH2:12][C:7]3=2)[C:3]=1[CH3:29].[CH3:30][NH:31][CH3:32].C(O[BH-](OC(=O)C)OC(=O)C)(=O)C.[Na+].C(O[BH-](OC(=O)C)OC(=O)C)(=O)C>C1COCC1.ClCCCl.C(OCC)(=O)C>[Cl:1][C:2]1[C:10]([CH3:11])=[N:9][C:8]2[N:4]([N:5]=[C:6]3[CH2:14][N:13]([C:15]([C:17]4[CH:27]=[CH:26][C:25]([F:28])=[CH:24][C:18]=4[O:19][CH2:20][CH:21]([N:31]([CH3:32])[CH3:30])[CH3:22])=[O:16])[CH2:12][C:7]3=2)[C:3]=1[CH3:29] |f:2.3|. Procedure: A mixture of Example 164 (90 mg; 0.22 mmol; 1 eq.), a 2M solution of dimethylamine in THF and sodium triacetoxyborohydride (59 mg; 0.28 mmol; 1.3 eq.) in DCE (2 mL) was stirred at 50° C. for 1 hour whereupon triacetoxyborohydride (59 mg; 0.28 mmol; 1.3 eq.) was added. The resulting mixture was stirred at 70° C. for 3 hours then diluted with ethyl acetate. The solution was washed with 0.1M NaOH, dried over sodium sulfate and concentrated in vacuo. Purification by column chromatography (EA to 10 M... Starting materials: [OH-].[K+] (potassium hydroxide), Isobutyl aldehyde, C(C1=CC=C(C=O)C=C1)=O (terephthalaldehyde). Solvent: CO (methanol), CO (methanol). The product is CC1(C(OC1)C1=CC=C(C=C1)C1OCC1(C)C)C (1,4-bis(3,3-dimethyloxetan-2-yl)-benzene). The yield is 80.0%. As a reaction SMILES: [CH:1](=[O:10])[C:2]1[CH:9]=[CH:8][C:5]([CH:6]=[O:7])=[CH:4][CH:3]=1.[OH-].[K+]>CO>[CH3:1][C:2]1([CH3:9])[CH2:3][O:7][CH:6]1[C:5]1[CH:8]=[CH:9][C:2]([CH:1]2[C:5]([CH3:8])([CH3:6])[CH2:4][O:10]2)=[CH:3][CH:4]=1 |f:1.2|. Reported procedure: Isobutyl aldehyde of 4.2 equivalent amount and a 1.0 equivalent amount of terephthalaldehyde were dissolved in methanol, and a methanol solution of a 2.1 equivalent amount of potassium hydroxide was dropwise added thereto at room temperature. The resulting solution was reacted at 60° C. for 6 hours, and concentrated under reduced pressure. The concentrate was dissolved in water ten times the concentrate while heating and allowed to cool to precipitate crystals. The precipitated crystals were fil... Starting materials: IC=1C=NNC1 (4-iodo-1H-pyrazole), C(=O)([O-])[O-].[K+].[K+] (K2CO3), BrC1CCCC1 (bromocyclopentane). The solvent is CN(C)C=O (DMF). Run at time 12 hour. Yields the product C1(CCCC1)N1N=CC(=C1)I (1-Cyclopentyl-4-iodo-1H-pyrazole). Isolated yield 89.5%. As a reaction SMILES: [I:1][C:2]1[CH:3]=[N:4][NH:5][CH:6]=1.C([O-])([O-])=O.[K+].[K+].Br[CH:14]1[CH2:18][CH2:17][CH2:16][CH2:15]1>CN(C=O)C>[CH:14]1([N:4]2[CH:3]=[C:2]([I:1])[CH:6]=[N:5]2)[CH2:18][CH2:17][CH2:16][CH2:15]1 |f:1.2.3|. Reported procedure: To a solution of 4-iodo-1H-pyrazole (5 g, 25.78 mmol, 1.0 eq.) in DMF (25 ml) were added K2CO3 (8.908 g, 64.45 mmol, 2.5 eq.) and bromocyclopentane (4.96 g, 33.51 mmol, 1.3 eq.). The mixture was stirred at RT for 12 h. The mixture was quenched and extracted as in Intermediate Example 5(a). The solvent was distilled off to give the product in 89.5% yield. 1H NMR (300 MHz, CDCl3): δ 7.49 (s, 1H), 7.45 (s, 1H), 4.66-4.62 (m, 1H), 2.17-2.02 (m, 1H), 2.00-1.96 (m, 2H), 1.93-1.78 (m, 2H), 1.73-1.67 (m... Starting materials: C(O)([O-])=O.[Na+] (sodium hydrogencarbonate), C([C@@H](O)C)(=O)OC (Methyl L-lactate), ClCC(=C)OCOC (2-(chloromethyl)-3,5-dioxahexa-1-ene), C1(=CC=C(C=C1)S(=O)(=O)[O-])C.[NH+]1=CC=CC=C1 (pyridinium p-toluenesulfonate). The solvent is C1(=CC=CC=C1)C(F)(F)F (benzotrifluoride). Conditions: time 24 hour. The product is COCO[C@H](C(=O)OC)C (methyl (S)-2-(methoxymethoxy)propionate). The yield is 83.7%. As a reaction SMILES: [C:1]([O:6][CH3:7])(=[O:5])[C@H:2]([CH3:4])[OH:3].C1(C)C=CC(S([O-])(=O)=O)=CC=1.[NH+]1C=CC=CC=1.ClC[C:27]([O:29][CH2:30]OC)=C.C(=O)([O-])O.[Na+]>C1(C(F)(F)F)C=CC=CC=1>[CH3:27][O:29][CH2:30][O:3][C@@H:2]([CH3:4])[C:1]([O:6][CH3:7])=[O:5] |f:1.2,4.5|. Procedure details: Methyl L-lactate (208 mg, 2 mmol) was dissolved in benzotrifluoride (2.0 mL), pyridinium p-toluenesulfonate (PPTS, 50 mg, 0.2 mmol) was added and then 2-(chloromethyl)-3,5-dioxahexa-1-ene (manufactured by Tokyo Kasei Kogyo Co., Ltd., 327 mg, 2.4 mmol) was added, and the mixture was stirred at room temperature for 24 hrs. Saturated aqueous sodium hydrogencarbonate solution (3 mL) was added to the reaction mixture, and the mixture was extracted with ethyl acetate (4 mL). The organic layer was wash... Starting materials: C(C1=CC=CC=C1)N(C1=C(C(=CC=C1)NS(=O)(=O)C)C)CC1=CC=C(OC2=CC=C(C=C2)CCC(=O)O)C=C1 (3-(4-{4-[(benzyl{2-methyl-3-[(methylsulfonyl)amino]phenyl}amino)methyl]phenoxy}phenyl)propanoic acid), Cl.C(C)OC(CCN)=O (β-alanine ethyl ester hydrochloride). The product is C(C1=CC=CC=C1)N(C1=C(C(=CC=C1)NS(=O)(=O)C)C)CC1=CC=C(OC2=CC=C(C=C2)CCC(=O)NCCC(=O)O)C=C1 (N-[3-(4-{4-[(benzyl{2-methyl-3-[(methylsulfonyl)amino]phenyl}amino)methyl]phenoxy}phenyl)propanoyl]-beta-alanine). As a reaction SMILES: [CH2:1]([N:8]([CH2:21][C:22]1[CH:39]=[CH:38][C:25]([O:26][C:27]2[CH:32]=[CH:31][C:30]([CH2:33][CH2:34][C:35]([OH:37])=O)=[CH:29][CH:28]=2)=[CH:24][CH:23]=1)[C:9]1[CH:14]=[CH:13][CH:12]=[C:11]([NH:15][S:16]([CH3:19])(=[O:18])=[O:17])[C:10]=1[CH3:20])[C:2]1[CH:7]=[CH:6][CH:5]=[CH:4][CH:3]=1.Cl.C([O:43][C:44](=[O:48])[CH2:45][CH2:46][NH2:47])C>>[CH2:1]([N:8]([CH2:21][C:22]1[CH:39]=[CH:38][C:25]([O:26][C:27]2[CH:28]=[CH:29][C:30]([CH2:33][CH2:34][C:35]([NH:47][CH2:46][CH2:45][C:44]([OH:48])=[O:43])=[O:37])=[CH:31][CH:32]=2)=[CH:24][CH:23]=1)[C:9]1[CH:14]=[CH:13][CH:12]=[C:11]([NH:15][S:16]([CH3:19])(=[O:18])=[O:17])[C:10]=1[CH3:20])[C:2]1[CH:3]=[CH:4][CH:5]=[CH:6][CH:7]=1 |f:1.2|. Procedure: The product from Example 104A and β-alanine ethyl ester hydrochloride were processed as described in Example 104B to provide the title compound. 1H NMR (300 MHz, DMSO-d6) δ8.97 (s, 1 H), 7.90 (t, 1 H), 7.14-7.34 (m, 8 H), 7.01 (m, 4 H), 6.87 (d, 4 H), 4.06 (s, 2 H), 4.02 (s, 2 H), 7.71 (br s, 1H), 3.22 (dd, 2 H), 2.91 (s, 3 H), 2.77 (t, 2 H), 2.34 (m, 7 H); MS (APCI) m/z 616 (M+H+). The reactants are C(C)(C)N(CC)C(C)C (Diisopropylethylamine), C(C)(C)(C)OC(CBr)=O (Tert. butylbromoacetate), R-pyrrolidine-3-carboxylic acid methyl ester, CN(C=O)C (N,N-dimethylformamide), C([O-])([O-])=O.[Cs+].[Cs+] (cesium carbonate). Run in [Cl-].[Na+].O (Brine). Reaction conditions: time 1 hour. The product is COC(=O)C1CN(CC1)CC(=O)OC(C)(C)C (1-tert-Butoxycarbonylmethyl-pyrrolidine-3-carboxylic acid methyl ester). Isolated yield 97.0%. As a reaction SMILES: [CH:1]([N:4]([CH:7]([CH3:9])C)CC)([CH3:3])C.[C:10](=[O:13])([O-:12])[O-].[Cs+].[Cs+].[C:16]([O:20][C:21](=[O:24])[CH2:22]Br)([CH3:19])([CH3:18])[CH3:17].[CH3:25]N(C)C=O>[Cl-].[Na+].O>[CH3:25][O:12][C:10]([CH:9]1[CH2:3][CH2:1][N:4]([CH2:22][C:21]([O:20][C:16]([CH3:19])([CH3:18])[CH3:17])=[O:24])[CH2:7]1)=[O:13] |f:1.2.3,6.7.8|. Procedure: R-pyrrolidine-3-carboxylic acid methyl ester (1.5 gm, 9.1 mmol) was dissolved in N,N-dimethylformamide (45 ml). Diisopropylethylamine (5.7 ml, 31 ml) was added followed by cesium carbonate (4.35 gm, 13.3 mmol). Tert. butylbromoacetate (1.5 ml, 10 mmol) was added dropwise and the reaction mixture stirred for 1 hr. Brine was added to the reaction mixture which was then extracted with ethylacetate three times. The ethylacetate extracts were dried over magnesium sulfate, filtered and evaporated to o... The reactants are [Al+3], C1CCOC1, [H-], [H-], [H-], [H-], CON(C)C(=O)c1nn(C2CCCCO2)c2ccc(I)cc12, [Li+]. Yields the product O=Cc1nn(C2CCCCO2)c2ccc(I)cc12. Reaction SMILES: [Al+3:2].[CH2:29]1[O:30][CH2:31][CH2:32][CH2:33]1.[H-:1].[H-:4].[H-:5].[H-:6].[I:7][c:8]1[cH:9][c:10]2[c:11]([C:23](=[O:24])[N:25]([O:26][CH3:27])[CH3:28])[n:12][n:13]([CH:17]3[O:18][CH2:19][CH2:20][CH2:21][CH2:22]3)[c:14]2[cH:15][cH:16]1.[Li+:3]>>[I:7][c:8]1[cH:9][c:10]2[c:11]([CH:23]=[O:24])[n:12][n:13]([CH:17]3[O:18][CH2:19][CH2:20][CH2:21][CH2:22]3)[c:14]2[cH:15][cH:16]1. The reactants are O (water), NC1=NC(=C(C(=N1)C)Br)C (2-Amino-5-bromo-4,6-dimethylpyrimidine), C1(=CC=C(C=C1)S(=O)(=O)O)C (p-toluene sulfonic acid), 2,5-hexadienone. The solvent is C1(=CC=CC=C1)C (toluene). The product is CC=1N(C(=CC1)C)C1=NC(=C(C(=N1)C)Br)C (2-(2,5-Dimethyl-1H-pyrrol-1-yl)-5-bromo-4,6-dimethylpyrimidine). Reaction SMILES: [NH2:1][C:2]1[N:7]=[C:6]([CH3:8])[C:5]([Br:9])=[C:4]([CH3:10])[N:3]=1.[C:11]1(C)[CH:16]=[CH:15][C:14](S(O)(=O)=O)=[CH:13][CH:12]=1.O>C1(C)C=CC=CC=1>[CH3:14][C:13]1[N:1]([C:2]2[N:7]=[C:6]([CH3:8])[C:5]([Br:9])=[C:4]([CH3:10])[N:3]=2)[C:16]([CH3:15])=[CH:11][CH:12]=1. Procedure details: To a stirred solution containing 2.00 g (9.89 mmol) of 2-amino-5-bromo-4,6-dimethylpyrimidine (3) in 16 mL of anhydrous toluene were added 1.36 mL (11.5 mmol) of 2,5-hexadienone followed by 96 mg (0.50 mmol) of p-toluene sulfonic acid. The reaction mixture was stirred at reflux overnight under argon atmosphere. The reaction mixture was poured into 150 mL of water and then extracted with a portion of 200 mL of ethyl acetate. The organic solution was washed with a portion of 150 mL of brine, dried... Procedure details: A solution of tert-butyl (1-(4-(6-bromo-9H-benzo[f]pyrido[2,3-b][1,2,4]triazolo[4,3-d][1,4]diazepin-3-yl)phenyl)cyclobutyl)carbamate (100 mg, 0.18 mmol), phenyl boronic acid (44 mg, 0.36 mmol) and tetrakis(triphenylphosphine) palladium (0) (21 mg, 0.018 mmol) in toluene (2 mL), ethanol (2 mL and saturated aqueous sodium bicarbonate (0.2 mL) was stirred at 100° C. for 6 hours. The mixture was partitioned between ethyl acetate (80 mL) and water (30 mL). The phases were separated and the organic ph... As a reaction SMILES: Br[C:2]1[CH:37]=[N:36][C:5]2[NH:6][C:7]3[CH:35]=[CH:34][CH:33]=[CH:32][C:8]=3[C:9]3[N:10]([C:11]([C:14]4[CH:19]=[CH:18][C:17]([C:20]5([NH:24][C:25](=[O:31])[O:26][C:27]([CH3:30])([CH3:29])[CH3:28])[CH2:23][CH2:22][CH2:21]5)=[CH:16][CH:15]=4)=[N:12][N:13]=3)[C:4]=2[CH:3]=1.[C:38]1(B(O)O)[CH:43]=[CH:42][CH:41]=[CH:40][CH:39]=1.C(=O)(O)[O-].[Na+]>C1(C)C=CC=CC=1.C(O)C.[Pd].C1(P(C2C=CC=CC=2)C2C=CC=CC=2)C=CC=CC=1.C1(P(C2C=CC=CC=2)C2C=CC=CC=2)C=CC=CC=1.C1(P(C2C=CC=CC=2)C2C=CC=CC=2)C=CC=CC=1.C1(P(C2C=CC=CC=2)C2C=CC=CC=2)C=CC=CC=1>[C:38]1([C:2]2[CH:37]=[N:36][C:5]3[NH:6][C:7]4[CH:35]=[CH:34][CH:33]=[CH:32][C:8]=4[C:9]4[N:10]([C:11]([C:14]5[CH:19]=[CH:18][C:17]([C:20]6([NH:24][C:25](=[O:31])[O:26][C:27]([CH3:29])([CH3:28])[CH3:30])[CH2:23][CH2:22][CH2:21]6)=[CH:16][CH:15]=5)=[N:12][N:13]=4)[C:4]=3[CH:3]=2)[CH:43]=[CH:42][CH:41]=[CH:40][CH:39]=1 |f:2.3,6.7.8.9.10|. Run in C1(=CC=CC=C1)C (toluene), C(C)O (ethanol). Reactants: BrC1=CC2=C(NC3=C(C=4N2C(=NN4)C4=CC=C(C=C4)C4(CCC4)NC(OC(C)(C)C)=O)C=CC=C3)N=C1 (tert-butyl (1-(4-(6-bromo-9H-benzo[f]pyrido[2,3-b][1,2,4]triazolo[4,3-d][1,4]diazepin-3-yl)phenyl)cyclobutyl)carbamate), C1(=CC=CC=C1)B(O)O (phenyl boronic acid), C([O-])(O)=O.[Na+] (sodium bicarbonate). The product is C1(=CC=CC=C1)C1=CC2=C(NC3=C(C=4N2C(=NN4)C4=CC=C(C=C4)C4(CCC4)NC(OC(C)(C)C)=O)C=CC=C3)N=C1 (tert-butyl (1-(4-(6-phenyl-9H-benzo[f]pyrido[2,3-b][1,2,4]triazolo [4,3-d][1,4]diazepin-3-yl)phenyl)cyclobutyl)carbamate), solid. The reagents and catalysts are [Pd].C1(=CC=CC=C1)P(C1=CC=CC=C1)C1=CC=CC=C1.C1(=CC=CC=C1)P(C1=CC=CC=C1)C1=CC=CC=C1.C1(=CC=CC=C1)P(C1=CC=CC=C1)C1=CC=CC=C1.C1(=CC=CC=C1)P(C1=CC=CC=C1)C1=CC=CC=C1 (tetrakis(triphenylphosphine) palladium (0)). The reactants are Intermediate 216, FC(C(=O)O)(F)F.C1(CC1)CCOC=1NC(=C2N=C(N=C2N1)OC)N (2-[(2-cyclopropylethyl)oxy]-8-(methyloxy)-1H-purin-6-amine trifluoroacetate), BrCCCCC1COCC1 (3-(4-bromobutyl)tetrahydrofuran). Product: C1(CC1)CCOC1=NC(=C2N=C(N(C2=N1)CCCCC1COCC1)OC)N (2-[(2-Cyclopropylethyl)oxy]-8-(methyloxy)-9-[4-(tetrahydro-3-furanyl)butyl]-9H-purin-6-amine). As a reaction SMILES: FC(F)(F)C(O)=O.[CH:8]1([CH2:11][CH2:12][O:13][C:14]2[NH:15][C:16]([NH2:25])=[C:17]3[C:21]([N:22]=2)=[N:20][C:19]([O:23][CH3:24])=[N:18]3)[CH2:10][CH2:9]1.Br[CH2:27][CH2:28][CH2:29][CH2:30][CH:31]1[CH2:35][CH2:34][O:33][CH2:32]1>>[CH:8]1([CH2:11][CH2:12][O:13][C:14]2[N:22]=[C:21]3[C:17]([N:18]=[C:19]([O:23][CH3:24])[N:20]3[CH2:27][CH2:28][CH2:29][CH2:30][CH:31]3[CH2:35][CH2:34][O:33][CH2:32]3)=[C:16]([NH2:25])[N:15]=2)[CH2:10][CH2:9]1 |f:0.1|. Procedure: Prepared similarly to Intermediate 216 from 2-[(2-cyclopropylethyl)oxy]-8-(methyloxy)-1H-purin-6-amine trifluoroacetate and 3-(4-bromobutyl)tetrahydrofuran.